Dataset: the Open Reaction Database (ORD), a public repository of structured organic reaction records. Task: describe an organic reaction: reactants, conditions, products, and yield Starting materials: CO, COC(=O)C(C#N)C1(C[N+](=O)[O-])C(=O)Nc2ccc(Cl)cc21, [K+], [OH-], O. Yields the product N#CC(C(=O)O)C1(C[N+](=O)[O-])C(=O)Nc2ccc(Cl)cc21. RXN SMILES: [CH3:26][OH:27].[Cl:1][c:2]1[cH:3][c:4]2[c:8]([cH:9][cH:10]1)[NH:7][C:6](=[O:11])[C:5]2([CH2:12][N+:13](=[O:14])[O-:15])[CH:16]([C:17](=[O:18])[O:19][CH3:20])[C:21]#[N:22].[K+:24].[OH-:23].[OH2:25]>>[Cl:1][c:2]1[cH:3][c:4]2[c:8]([cH:9][cH:10]1)[NH:7][C:6](=[O:11])[C:5]2([CH2:12][N+:13](=[O:14])[O-:15])[CH:16]([C:17](=[O:18])[OH:19])[C:21]#[N:22]. Reactants: CN(C)C=O, O=C1CCC(=O)N1Cl, O=Cc1c[nH]c(-c2ccccc2F)c1, O. Product: O=Cc1c[nH]c(-c2ccccc2F)c1Cl. RXN SMILES: [CH3:24][N:25]([CH3:26])[CH:27]=[O:28].[Cl:15][N:16]1[C:17](=[O:18])[CH2:19][CH2:20][C:21]1=[O:22].[F:1][c:2]1[c:3](-[c:8]2[cH:9][c:10]([CH:13]=[O:14])[cH:11][nH:12]2)[cH:4][cH:5][cH:6][cH:7]1.[OH2:23]>>[F:1][c:2]1[c:3](-[c:8]2[c:9]([Cl:15])[c:10]([CH:13]=[O:14])[cH:11][nH:12]2)[cH:4][cH:5][cH:6][cH:7]1. The reactants are [Al+3], OCC#CCN1CCN(C(c2ccc(F)cc2)c2ccc(F)cc2)CC1, [H-], [H-], [H-], [H-], [Li+], C1CCOC1. Product: OCC=CCN1CCN(C(c2ccc(F)cc2)c2ccc(F)cc2)CC1. Reaction SMILES: [Al+3:28].[F:1][c:2]1[cH:3][cH:4][c:5]([CH:8]([N:9]2[CH2:10][CH2:11][N:12]([CH2:15][C:16]#[C:17][CH2:18][OH:19])[CH2:13][CH2:14]2)[c:20]2[cH:21][cH:22][c:23]([F:26])[cH:24][cH:25]2)[cH:6][cH:7]1.[H-:27].[H-:30].[H-:31].[H-:32].[Li+:29].[O:33]1[CH2:34][CH2:35][CH2:36][CH2:37]1>>[F:1][c:2]1[cH:3][cH:4][c:5]([CH:8]([N:9]2[CH2:10][CH2:11][N:12]([CH2:15][CH:16]=[CH:17][CH2:18][OH:19])[CH2:13][CH2:14]2)[c:20]2[cH:21][cH:22][c:23]([F:26])[cH:24][cH:25]2)[cH:6][cH:7]1. Reactants: C(CCCCCCCO)O (octane-1,8-diol), [O-]S(=O)(=O)C(F)(F)F.C1(=CC=CC=C1)[NH2+]C1=CC=CC=C1 (diphenylammonium triflate), ClC1=CC=CC=C1 (monochlorobenzene), O1CCCC1 (Tetrahydrofuran), resultant mixture, resultant mixture, O (water). Reported procedure: 30.0 parts of TPS-1, 20.0 parts of octane-1,8-diol, 2.2 parts of diphenylammonium triflate and 210 parts of monochlorobenzene were mixed and the resultant mixture was stirred at 80° C. to effect reaction. After completion of the reaction, the reaction mixture was concentrated to remove monochlorobenzene. Chloroform was added to the concentrate obtained and ion-exchanged water was added thereto. A chloroform layer was separated. After repeatedly washing the chloroform layer with ion-exchange wate... Run at time 1 hour. Reaction SMILES: [CH2:1]([OH:10])[CH2:2][CH2:3][CH2:4][CH2:5][CH2:6][CH2:7][CH2:8][OH:9].[O-:11][S:12]([C:15]([F:18])(F)[F:16])(=[O:14])=[O:13].C1([NH2+][C:26]2[CH:31]=[CH:30][CH:29]=[CH:28][CH:27]=2)C=CC=CC=1.Cl[C:33]1[CH:38]=[CH:37][CH:36]=[CH:35][CH:34]=1.O.[O:40]1CCC[CH2:41]1>>[OH:9][CH2:8][CH2:7][CH2:6][CH2:5][CH2:4][CH2:3][CH2:2][CH2:1][O:10][C:41]([C:15]([F:18])([F:16])[S:12]([O-:11])(=[O:14])=[O:13])=[O:40].[C:33]1([S+:12]([C:3]2[CH:4]=[CH:5][CH:6]=[CH:7][CH:8]=2)[C:26]2[CH:27]=[CH:28][CH:29]=[CH:30][CH:31]=2)[CH:38]=[CH:37][CH:36]=[CH:35][CH:34]=1 |f:1.2,6.7|. Yields the product 19.5, OCCCCCCCCOC(=O)C(S(=O)(=O)[O-])(F)F.C1(=CC=CC=C1)[S+](C1=CC=CC=C1)C1=CC=CC=C1 (triphenylsulfonium (8-hydroxyoctyloxycarbonyl)difluoromethanesulfonate). The reactants are [Na+].[Na+].[Na+].NC=1C=C(C=C2C=C(C=C(C12)S(=O)(=O)[O-])S(=O)(=O)[O-])S(=O)(=O)[O-] (8-amino-1,3,6-naphthalenetrisulfonic acid trisodium salt), O.O.O.C(C)(=O)[O-].[Na+] (sodium acetate trihydrate), [N+](=O)([O-])C=1C(=C(C(=O)OC(C2=C(C(=CC=C2)[N+](=O)[O-])S(=O)(=O)O)=O)C=CC1)S(=O)(=O)O (3-nitrosulfobenzoic anhydride). The solvent is O (water), O (water). The product is [Na+].[Na+].[Na+].[Na+].[N+](=O)([O-])C=1C(=C(C(=O)NC=2C=C(C=C3C=C(C=C(C23)S(=O)(=O)[O-])S(=O)(=O)[O-])S(=O)(=O)[O-])C=CC1)S(=O)(=O)O (8-(3-nitro-2-sulfobenzamido)-1,3,6-naphthalene trisulfonic acid tetrasodium salt). The yield is 353.6%. As a reaction SMILES: [Na+:1].[Na+].[Na+].[NH2:4][C:5]1[CH:6]=[C:7]([S:23]([O-:26])(=[O:25])=[O:24])[CH:8]=[C:9]2[C:14]=1[C:13]([S:15]([O-:18])(=[O:17])=[O:16])=[CH:12][C:11]([S:19]([O-:22])(=[O:21])=[O:20])=[CH:10]2.O.O.O.C([O-])(=O)C.[Na+].[N+](C1C(S(O)(=O)=O)=C(C=CC=1)C([O:43][C:44](=O)[C:45]1[CH:50]=[CH:49][CH:48]=[C:47]([N+:51]([O-:53])=[O:52])[C:46]=1[S:54]([OH:57])(=[O:56])=[O:55])=O)([O-])=O>O>[Na+:1].[Na+:1].[Na+:1].[Na+:1].[N+:51]([C:47]1[C:46]([S:54]([OH:57])(=[O:55])=[O:56])=[C:45]([CH:50]=[CH:49][CH:48]=1)[C:44]([NH:4][C:5]1[CH:6]=[C:7]([S:23]([O-:26])(=[O:25])=[O:24])[CH:8]=[C:9]2[C:14]=1[C:13]([S:15]([O-:18])(=[O:17])=[O:16])=[CH:12][C:11]([S:19]([O-:22])(=[O:20])=[O:21])=[CH:10]2)=[O:43])([O-:53])=[O:52] |f:0.1.2.3,4.5.6.7.8,11.12.13.14.15|. Reported procedure: To a solution of 20.0 g of 8-amino-1,3,6-naphthalenetrisulfonic acid trisodium salt and 8.75 g of sodium acetate trihydrate in 180 ml of water at room temperature is added 12.0 g of 3-nitrosulfobenzoic anhydride with stirring. A 400 ml portion of water is added. The mixture is stirred at room temperature for 21/2 hours and then filtered. The filtrate is cooled, acidified with 2-3 ml of concentrated hydrochloric acid an diluted with ethanol. The pink solid is collected by filtration, washed with ... Reactants: CCO, CCOC(=O)CCN(C)C(=O)c1ccc(NC(c2sc3cc(C(F)(F)F)cnc3c2C)C2CCCCC2)cc1, [Na+], C1CCOC1, [OH-]. Product: Cc1c(C(Nc2ccc(C(=O)N(C)CCC(=O)O)cc2)C2CCCCC2)sc2cc(C(F)(F)F)cnc12. As a reaction SMILES: [CH3:47][CH2:48][OH:49].[CH:1]1([CH:7]([c:8]2[c:9]([CH3:21])[c:10]3[n:11][cH:12][c:13]([C:17]([F:18])([F:19])[F:20])[cH:14][c:15]3[s:16]2)[NH:22][c:23]2[cH:24][cH:25][c:26]([C:29](=[O:30])[N:31]([CH2:32][CH2:33][C:34](=[O:35])[O:36][CH2:37][CH3:38])[CH3:39])[cH:27][cH:28]2)[CH2:2][CH2:3][CH2:4][CH2:5][CH2:6]1.[Na+:46].[O:40]1[CH2:41][CH2:42][CH2:43][CH2:44]1.[OH-:45]>>[CH:1]1([CH:7]([c:8]2[c:9]([CH3:21])[c:10]3[n:11][cH:12][c:13]([C:17]([F:18])([F:19])[F:20])[cH:14][c:15]3[s:16]2)[NH:22][c:23]2[cH:24][cH:25][c:26]([C:29](=[O:30])[N:31]([CH2:32][CH2:33][C:34](=[O:35])[OH:36])[CH3:39])[cH:27][cH:28]2)[CH2:2][CH2:3][CH2:4][CH2:5][CH2:6]1.